This data is from the Open Reaction Database (ORD), a public repository of structured organic reaction records. The task is: describe an organic reaction: reactants, conditions, products, and yield The reactants are aldehyde, COC=1C=C2C=C(NC2=CC1)C=O (5-methoxy-1H-indole-2-carbaldehyde), [Br-].ClC1=C(C[P+](C2=CC=CC=C2)(C2=CC=CC=C2)C2=CC=CC=C2)C(=CC=C1)Cl ((2,6-Dichlorobenzyl)(triphenyl)phosphonium bromide), LDA aldehyde, [Li+].CC(C)[N-]C(C)C (LDA). Conditions: time 5 hour. Product: ClC1=C(C(=CC=C1)Cl)/C=C/C=1NC2=CC=C(C=C2C1)OC (2-[(E)-2-(2,6-Dichlorophenyl)ethenyl]-5-methoxy-1H-indole). RXN SMILES: [CH3:1][O:2][C:3]1[CH:4]=[C:5]2[C:9](=[CH:10][CH:11]=1)[NH:8][C:7]([CH:12]=O)=[CH:6]2.[Br-].[Cl:15][C:16]1[CH:41]=[CH:40][CH:39]=[C:38]([Cl:42])[C:17]=1[CH2:18][P+](C1C=CC=CC=1)(C1C=CC=CC=1)C1C=CC=CC=1.[Li+].CC([N-]C(C)C)C>>[Cl:15][C:16]1[CH:41]=[CH:40][CH:39]=[C:38]([Cl:42])[C:17]=1/[CH:18]=[CH:12]/[C:7]1[NH:8][C:9]2[C:5]([CH:6]=1)=[CH:4][C:3]([O:2][CH3:1])=[CH:11][CH:10]=2 |f:1.2,3.4|. Procedure details: The 5-methoxy-1H-indole-2-carbaldehyde (O) was reacted with (2,6-dichlorobenzyl)(triphenyl)phosphonium bromide (511) prepared as described in example 102 using the procedure described in example 37, except that the LDA and aldehyde were (sequentially) added at 0° C., the ratio of LDA aldehyde was 1.37:1 and the reaction time was 5 h, to give (after crystallisation from CH2Cl2/hexane) the diene (512) as a yellow solid (the pure E isomer) (97%), mp 144–147° C. 1H NMR (CDCl3) δ 8.20 (br s, 1H), 7.3... Reactants: Cl.FC1(CNCC1)F (3,3-difluoro-pyrrolidine hydrochloride), C(C)(C)(C)OC(=O)N1CCC(CC1)=O (4-oxo-piperidine-1-carboxylic acid tert-butyl ester), C(C)O (ethanol), [BH3-]C#N.[Na+] (NaBH3CN). The reagents and catalysts are CC(C)O[Ti](OC(C)C)(OC(C)C)OC(C)C (Ti(OiPr)4). Run in C1CCOC1 (THF). Reaction conditions: time 1 hour. Product: C(C)(C)(C)OC(=O)N1CCC(CC1)N1CC(CC1)(F)F (4-(3,3-difluoro-pyrrolidin-1-yl)-piperidine-1-carboxylic acid tert-butyl ester). RXN SMILES: Cl.[F:2][C:3]1([F:8])[CH2:7][CH2:6][NH:5][CH2:4]1.[C:9]([O:13][C:14]([N:16]1[CH2:21][CH2:20][C:19](=O)[CH2:18][CH2:17]1)=[O:15])([CH3:12])([CH3:11])[CH3:10].C(O)C.[BH3-]C#N.[Na+]>C1COCC1.CC(O[Ti](OC(C)C)(OC(C)C)OC(C)C)C>[C:9]([O:13][C:14]([N:16]1[CH2:21][CH2:20][CH:19]([N:5]2[CH2:6][CH2:7][C:3]([F:8])([F:2])[CH2:4]2)[CH2:18][CH2:17]1)=[O:15])([CH3:12])([CH3:10])[CH3:11] |f:0.1,4.5|. Reported procedure: A mixture of 3,3-difluoro-pyrrolidine hydrochloride (2.02 mmol), 4-oxo-piperidine-1-carboxylic acid tert-butyl ester (2.02 mmol) and Ti(OiPr)4 (2.42 mmol) in THF is stirred at room temperature for 1 h. To the resulting mixture are added ethanol (3 mL) and NaBH3CN (1.21 mmol). After stirring for 17 h, the reaction is quenched by the addition of sat. aq. NaHCO3 and the resulting precipitate is filtered out. After the filtrate is diluted with AcOEt, the mixture is washed with brine, dried over MgSO...